From a dataset of the Open Reaction Database (ORD), a public repository of structured organic reaction records. describe an organic reaction: reactants, conditions, products, and yield The reactants are FC1=C(C(=CC=C1F)OC)CCO (2-(2,3-difluoro-6-methoxyphenyl)ethanol), solution, O (Water). Solvent: C(Cl)Cl (DCM), C(Cl)Cl (DCM). Conditions: time 4 hour. The product is FC=1C(=C(C=CC1F)O)CCO (3,4-difluoro-2-(2-hydroxyethyl)phenol). Isolated yield 67.5%. Reaction SMILES: [F:1][C:2]1[C:7]([F:8])=[CH:6][CH:5]=[C:4]([O:9]C)[C:3]=1[CH2:11][CH2:12][OH:13].O>C(Cl)Cl>[F:1][C:2]1[C:3]([CH2:11][CH2:12][OH:13])=[C:4]([OH:9])[CH:5]=[CH:6][C:7]=1[F:8]. Procedure: To a solution of 2-(2,3-difluoro-6-methoxyphenyl)ethanol (800 mg, 4.25 mmol) in DCM (25 mL) at 0° C. was added 1M BBR3 (17.01 mL, 17.01 mmol) solution and the resulting mixture was allowed to warm to room temp and stir for 4 h. Water (dropwise) was then added and after the bubbling stops mixture was diluted with DCM and washed with water, dried (Na2SO4), filtered and concentrated. The residue was then purified by Biotage (5-50%, EtOAc/hexane) to afford 3,4-difluoro-2-(2-hydroxyethyl)phenol (500 ... Starting materials: N1C(=NC2=C1C=CC=C2)SCC(=O)N2CCCC1=CC=CC=C21 (2-(1H-Benzoimidazol-2-ylsulfanyl)-1-(3,4-dihydro-2H-quinolin-1-yl)-ethanone), S(=O)(=O)(C1=CC=C(C)C=C1)C#N (TosCN). Run in C1CCOC1 (THF). Conditions: temperature -78 celsius, time 15 minute. Yields the product N1(CCCC2=CC=CC=C12)C(CSC1=NC2=C(N1C#N)C=CC=C2)=O (2-(2-(3,4-Dihydroquinolin-1(2H)-yl)-2-oxoethylthio)-1H-benzo[d]imidazole-1-carbonitrile). The yield is 59.2%. As a reaction SMILES: [NH:1]1[C:5]2[CH:6]=[CH:7][CH:8]=[CH:9][C:4]=2[N:3]=[C:2]1[S:10][CH2:11][C:12]([N:14]1[C:23]2[C:18](=[CH:19][CH:20]=[CH:21][CH:22]=2)[CH2:17][CH2:16][CH2:15]1)=[O:13].S([C:34]#[N:35])(C1C=CC(C)=CC=1)(=O)=O>C1COCC1>[N:14]1([C:12](=[O:13])[CH2:11][S:10][C:2]2[N:3]([C:34]#[N:35])[C:4]3[CH:9]=[CH:8][CH:7]=[CH:6][C:5]=3[N:1]=2)[C:23]2[C:18](=[CH:19][CH:20]=[CH:21][CH:22]=2)[CH2:17][CH2:16][CH2:15]1. Procedure details: To a solution of compound 16 (0.52 g, 1.6 mmol, 1.0 eq) in 6 mL of dry THF stirred at −78° C. under N2 LiHMDS (1.7 mL, 1.05 eq) was added. The mixture was stirred for 15 min. at −78° C. and then TosCN (306 mg, 1.05 eq. in 1 mL of THF) was added dropwise. The reaction mixture was quickly allowed to warmed up to RT. The reaction mixture was quenched with 10 mL of NH4Cl (sat.), extracted into ethyl acetate, washed with brine and concentrated to give creamy solid. The crude was purified by column ch... Starting materials: Cl (hydrochloric acid), C(C)(C)(C)OC(=O)NC1=C(C=C(C=C1)C1(CCC1)C(=O)OCC)C(C(=O)N1CC2=CC=CC=C2C1)=O (ethyl 1-[4-(tert-butoxycarbonylamino)-3-(2-isoindolin-2-yl-2-oxoacetyl)phenyl]cyclobutanecarboxylate), [F-].[Cs+] (caesium fluoride), C[Si](C)(C)N=C=N[Si](C)(C)C (bis(trimethylsilyl)carbodiimide), C([O-])(O)=O (bicarbonate). Run in C(C)#N (acetonitrile). Conditions: time 15 minute. Yields the product NC1=NC2=CC=C(C=C2C(=N1)C(=O)N1CC2=CC=CC=C2C1)C1(CCC1)C(=O)OCC (Ethyl 1-[2-amino-4-(isoindoline-2-carbonyl)quinazolin-6-yl]cyclobutanecarboxylate). As a reaction SMILES: C(OC([NH:8][C:9]1[CH:14]=[CH:13][C:12]([C:15]2([C:19]([O:21][CH2:22][CH3:23])=[O:20])[CH2:18][CH2:17][CH2:16]2)=[CH:11][C:10]=1[C:24](=O)[C:25]([N:27]1[CH2:35][C:34]2[C:29](=[CH:30][CH:31]=[CH:32][CH:33]=2)[CH2:28]1)=[O:26])=O)(C)(C)C.[F-].[Cs+].C[Si]([N:43]=[C:44]=[N:45][Si](C)(C)C)(C)C.Cl.C(=O)(O)[O-]>C(#N)C>[NH2:43][C:44]1[N:45]=[C:24]([C:25]([N:27]2[CH2:28][C:29]3[C:34](=[CH:33][CH:32]=[CH:31][CH:30]=3)[CH2:35]2)=[O:26])[C:10]2[C:9](=[CH:14][CH:13]=[C:12]([C:15]3([C:19]([O:21][CH2:22][CH3:23])=[O:20])[CH2:18][CH2:17][CH2:16]3)[CH:11]=2)[N:8]=1 |f:1.2|. Procedure: 1.2 g of ethyl 1-[4-(tert-butoxycarbonylamino)-3-(2-isoindolin-2-yl-2-oxoacetyl)phenyl]cyclobutanecarboxylate are dissolved in 50 ml of acetonitrile under argon. 370 mg of caesium fluoride and 679 μl of bis(trimethylsilyl)carbodiimide are added to the solution. The mixture is stirred at room temperature for 15 min, and 6 ml of hydrochloric acid (1N) are then added, and the mixture is neutralised using bicarbonate. The aqueous phase is washed 3 times with 100 ml of ethyl acetate each time. The co... Reactants: O=C(C=1C=CC=C(OC)C1)N(C(C)C)C(C)C. Reagents/catalysts: O1B(OC(C)(C)C1(C)C)B2OC(C)(C)C(O2)(C)C, O=C1C=CC=2C=CC=C(C3=CN=C(C=C3)C=4N=CC=CC4)C2N1, [K].OC(C)(C)C, C[OH2+].C[OH2+].C1CC=CCCC=C1.C1CC=CCCC=C1.[Ir].[Ir]. Run in O1CCCC1. Reaction conditions: temperature 80 celsius, time 12 hour. Product: O=C(C=1C=C(OC)C=C(C1)B2OC(C)(C)C(O2)(C)C)N(C(C)C)C(C)C. The yield is 93.0%. Procedure: In an argon filled glove box, a 5.0 mL wheaton microreactor was charged with [Ir(cod)(OMe)]2 (1.98 mg, 1.5 mol%), L1 ligand (2.1 mg, 3.5 mol%), B2pin2 (50.8 mg, 1.0 equiv.), KOtBu (1.0 mg, 4.5 mol%) and dry THF (1.0 mL). The reaction mixture was stirred for 2 minutes at room temperature. To this mixture, N,N-diisopropyl-3-methoxybenzamide (47.1 mg, 0.2 mmol) was added. The microreactor was capped with a teflon pressure cap and placed into pre-heated aluminum block at 80 oC. The reaction mixture ... The product is C(C1=CC=CC=C1)OC1=C(C=CC(=C1)C)NC(C1=CC=C(C=C1)[N+](=O)[O-])=O (N-(2-benzyloxy-4-methylphenyl)-4-nitrobenzamide). Procedure details: To a solution of N-(2-hydroxy-4-methylphenyl)-4-nitrobenzamide (3.8 g) in N,N-dimethylformamide (25 ml) was added potassium carbonate (3.85 g) and benzyl bromide (2.63 g). The reaction mixture was stirred at ambient temperature for 3 hours. The mixture was extracted with ethyl acetate and washed with water and brine. The organic solution was dried over magnesium sulfate. The solvent was removed by evaporation to give N-(2-benzyloxy-4-methylphenyl)-4-nitrobenzamide (4.8 g). Starting materials: OC1=C(C=CC(=C1)C)NC(C1=CC=C(C=C1)[N+](=O)[O-])=O (N-(2-hydroxy-4-methylphenyl)-4-nitrobenzamide), C([O-])([O-])=O.[K+].[K+] (potassium carbonate), C(C1=CC=CC=C1)Br (benzyl bromide). RXN SMILES: [OH:1][C:2]1[CH:7]=[C:6]([CH3:8])[CH:5]=[CH:4][C:3]=1[NH:9][C:10](=[O:20])[C:11]1[CH:16]=[CH:15][C:14]([N+:17]([O-:19])=[O:18])=[CH:13][CH:12]=1.C(=O)([O-])[O-].[K+].[K+].[CH2:27](Br)[C:28]1[CH:33]=[CH:32][CH:31]=[CH:30][CH:29]=1>CN(C)C=O>[CH2:27]([O:1][C:2]1[CH:7]=[C:6]([CH3:8])[CH:5]=[CH:4][C:3]=1[NH:9][C:10](=[O:20])[C:11]1[CH:16]=[CH:15][C:14]([N+:17]([O-:19])=[O:18])=[CH:13][CH:12]=1)[C:28]1[CH:33]=[CH:32][CH:31]=[CH:30][CH:29]=1 |f:1.2.3|. Run in CN(C=O)C (N,N-dimethylformamide). Conditions: time 3 hour. The yield is 94.9%. Conditions: time 4.5 hour. RXN SMILES: [NH2:1][C:2]1[N:10]=[C:9]([S:11][CH2:12][CH2:13][CH2:14][CH3:15])[N:8]=[C:7]2[C:3]=1[N:4]=[CH:5][N:6]2[CH2:16][C:17]1[CH:22]=[CH:21][CH:20]=[CH:19][CH:18]=1.[Br:23]Br.S([O-])([O-])(=O)=S.[Na+].[Na+]>C(Cl)Cl>[NH2:1][C:2]1[N:10]=[C:9]([S:11][CH2:12][CH2:13][CH2:14][CH3:15])[N:8]=[C:7]2[C:3]=1[N:4]=[C:5]([Br:23])[N:6]2[CH2:16][C:17]1[CH:22]=[CH:21][CH:20]=[CH:19][CH:18]=1 |f:2.3.4|. Procedure details: 6-Amino-9-benzyl-2-butylthiopurine (163 mg, 0.52 mmol) and bromine (0.6 ml) were dissolved in 180 ml of methylene chloride and the solution was stirred at room temperature for 4.5 hours. Aqueous sodium thiosulfate was added to the reaction mixture. The organic layer was separated, dried on magnesium sulfate and filtered. The solvent in the filtrate was evaporated in vacuo. The residue was purified with silica gel chromatography (1% methanol/chloroform) to give the subject compound (35 mg, yield ... Isolated yield 17.0%. Yields the product NC1=C2N=C(N(C2=NC(=N1)SCCCC)CC1=CC=CC=C1)Br (6-Amino-9-benzyl-8-bromo-2-butylthiopurine). Run in C(Cl)Cl (methylene chloride). The reactants are NC1=C2N=CN(C2=NC(=N1)SCCCC)CC1=CC=CC=C1 (6-Amino-9-benzyl-2-butylthiopurine), BrBr (bromine), S(=S)(=O)([O-])[O-].[Na+].[Na+] (sodium thiosulfate). Starting materials: C1(=CC=CC=C1)C1=NNC(=C1)CCO (2-(3-Phenyl-1H-pyrazol-5-yl)ethanol), BrBr (Br2). Run in C(Cl)Cl (DCM), C(Cl)Cl (DCM), C1CCOC1 (THF). Reaction conditions: time 2 hour. The product is BrC=1C(=NNC1CCO)C1=CC=CC=C1 (2-(4-Bromo-3-phenyl-1H-pyrazol-5-yl)ethanol). The yield is 93.3%. RXN SMILES: [C:1]1([C:7]2[CH:11]=[C:10]([CH2:12][CH2:13][OH:14])[NH:9][N:8]=2)[CH:6]=[CH:5][CH:4]=[CH:3][CH:2]=1.[Br:15]Br>C(Cl)Cl.C1COCC1>[Br:15][C:11]1[C:7]([C:1]2[CH:2]=[CH:3][CH:4]=[CH:5][CH:6]=2)=[N:8][NH:9][C:10]=1[CH2:12][CH2:13][OH:14]. Procedure: 2-(3-Phenyl-1H-pyrazol-5-yl)ethanol (664 mg, 3.53 mmol) was dissolved in dry DCM (40 mL) and THF (10 mL). The reaction was cooled in an ice bath and Br2 (363 μL, 7.06 mmol), pre-dissolved in DCM (3 mL), was added slowly dropwise via addition funnel. The reaction was stirred for 2 h in an ice bath, then the reaction was quenched by the addition of Na2SO3 (20 mL of 10% solution; the reaction went from reddish-brown to clear and some bubbling was observed). The reaction was extracted (100 mL each o...